From a dataset of the Open Reaction Database (ORD), a public repository of structured organic reaction records. describe an organic reaction: reactants, conditions, products, and yield Reactants: C([O-])([O-])=O.[K+].[K+] (potassium carbonate), C1(=CC=CC=C1)S (thiophenol), C(C)(C)(C)OC(=O)N1C[C@H](N(C\C=C/C1)S(=O)(=O)C1=C(C=CC=C1)[N+](=O)[O-])C ((R,Z)-4-tert-butoxycarbonyl-2-methyl-1-(2-nitrophenylsulfonyl)-1,2,3,4,5,8-hexahydro-1,4-diazocine). Run in O (water), C(C)#N (acetonitrile). Yields the product C(C)(C)(C)OC(=O)N1C[C@H](NC\C=C/C1)C ((R,Z)-4-tert-butoxycarbonyl-2-methyl-1,2,3,4,5,8-hexahydro-1,4-diazocine). Isolated yield 75.8%. Reaction SMILES: [C:1]([O:5][C:6]([N:8]1[CH2:15][CH:14]=[CH:13][CH2:12][N:11](S(C2C=CC=CC=2[N+]([O-])=O)(=O)=O)[C@H:10]([CH3:28])[CH2:9]1)=[O:7])([CH3:4])([CH3:3])[CH3:2].C(=O)([O-])[O-].[K+].[K+].C1(S)C=CC=CC=1>C(#N)C.O>[C:1]([O:5][C:6]([N:8]1[CH2:15][CH:14]=[CH:13][CH2:12][NH:11][C@H:10]([CH3:28])[CH2:9]1)=[O:7])([CH3:4])([CH3:2])[CH3:3] |f:1.2.3|. Procedure details: 60 mg of the compound obtained in Step 4 was dissolved in 5 mL of acetonitrile, and 100 mg of potassium carbonate and 0.03 mL of thiophenol were added thereto with stirring at room temperature. After stirring at room temperature for 6 hours, the reaction solution was diluted with water, followed by extraction with dichloromethane (50 mL×2). Then, the extract was dried over anhydrous sodium sulfate. After filtration, the filtrate was concentrated, and the obtained crude product was purified by si...